Dataset: the Open Reaction Database (ORD), a public repository of structured organic reaction records. Task: describe an organic reaction: reactants, conditions, products, and yield Starting materials: O=CC1=CC(OC)=C(O)C=C1 (vanillin), C(=O)([O-])[O-].[K+].[K+] (K2CO3), C(C(C)C)Br (isobutyl bromide). Run in three, CN(C=O)C (dimethylformamide). Conditions: time 20 minute. Product: CC(COC1=C(C=C(C=O)C=C1)OC)C (4-(2-methylpropyloxy)-3-methoxybenzaldehyde). As a reaction SMILES: [O:1]=[CH:2][C:3]1[CH:11]=[CH:10][C:8]([OH:9])=[C:5]([O:6][CH3:7])[CH:4]=1.C([O-])([O-])=O.[K+].[K+].[CH2:18](Br)[CH:19]([CH3:21])[CH3:20]>CN(C)C=O>[CH3:18][CH:19]([CH3:21])[CH2:20][O:9][C:8]1[CH:10]=[CH:11][C:3]([CH:2]=[O:1])=[CH:4][C:5]=1[O:6][CH3:7] |f:1.2.3|. Reported procedure: In 250 ml three necked flask, equipped with reflux condenser, mechanical stirrer, 30.4 g (200 mmol) of vanillin, 28 g (200 mmol) of dry K2CO3 and 150 ml of abs. dimethylformamide are placed in the flow of argon. The mixture is stirred for 20 min in argon condition, then 34.3 g (250 mmol) of isobutyl bromide is added. The mixture is refluxed with stirring in argon condition for 20 h at 90÷100° C., and concentrated in vacuum at 50÷80° C. to dryness. Then 200 ml of water is added to the residue, th... The reactants are CO, S=C1CN=C(c2ccccc2)c2cc(Cl)sc2N1, NN, O. Product: NNC1=Nc2sc(Cl)cc2C(c2ccccc2)=NC1. Reaction SMILES: [CH3:22][OH:23].[Cl:1][c:2]1[cH:3][c:4]2[c:5]([s:18]1)[NH:6][C:7](=[S:17])[CH2:8][N:9]=[C:10]2[c:11]1[cH:12][cH:13][cH:14][cH:15][cH:16]1.[NH2:20][NH2:21].[OH2:19]>>[Cl:1][c:2]1[cH:3][c:4]2[c:5]([s:18]1)[N:6]=[C:7]([NH:20][NH2:21])[CH2:8][N:9]=[C:10]2[c:11]1[cH:12][cH:13][cH:14][cH:15][cH:16]1.